Dataset: the Open Reaction Database (ORD), a public repository of structured organic reaction records. Task: describe an organic reaction: reactants, conditions, products, and yield Reactants: [Li]CCCC, COC(=O)Cc1ccc(SC)c(Cl)c1, CN1CCCN(C)C1=O, CC(C)NC(C)C, ICC1CCC2(CC1)OCCO2, C1CCOC1. The product is COC(=O)C(CC1CCC2(CC1)OCCO2)c1ccc(SC)c(Cl)c1. As a reaction SMILES: [CH2:8]([Li:9])[CH2:10][CH2:11][CH3:12].[CH3:13][O:14][C:15]([CH2:16][c:17]1[cH:18][c:19]([Cl:25])[c:20]([S:23][CH3:24])[cH:21][cH:22]1)=[O:26].[CH3:44][N:45]1[CH2:46][CH2:47][CH2:48][N:49]([CH3:50])[C:51]1=[O:52].[CH:1]([NH:2][CH:3]([CH3:4])[CH3:5])([CH3:6])[CH3:7].[I:27][CH2:28][CH:29]1[CH2:30][CH2:31][C:32]2([O:33][CH2:34][CH2:35][O:36]2)[CH2:37][CH2:38]1.[O:39]1[CH2:40][CH2:41][CH2:42][CH2:43]1>>[CH3:13][O:14][C:15]([CH:16]([c:17]1[cH:18][c:19]([Cl:25])[c:20]([S:23][CH3:24])[cH:21][cH:22]1)[CH2:28][CH:29]1[CH2:30][CH2:31][C:32]2([O:33][CH2:34][CH2:35][O:36]2)[CH2:37][CH2:38]1)=[O:26].